This data is from the Open Reaction Database (ORD), a public repository of structured organic reaction records. The task is: describe an organic reaction: reactants, conditions, products, and yield The reactants are C(CCC)[Li] (n-Butyllithium), N(C1=CC=CC=C1)C1=NC=CC(=N1)C1=CN=C(N1C(C)C)C=O (2-anilino-4-(2-formyl-1-isopropylimidazol-5-yl)pyrimidine), CON(C(C1=CC=CC=C1)=O)C (N-methoxy-N-methylbenzamide). Solvent: C1CCOC1 (THF). Conditions: temperature -70 celsius, time 30 minute. Yields the product N(C1=CC=CC=C1)C1=NC=CC(=N1)C1=CN=C(N1C(C)C)C(C1=CC=CC=C1)=O (2-Anilino4(2-benzoyl-1-isopropylimidazol-5-yl)pyrimidine). Isolated yield 39.5%. Reaction SMILES: C([Li])CCC.[NH:6]([C:13]1[N:18]=[C:17]([C:19]2[N:23]([CH:24]([CH3:26])[CH3:25])[C:22]([CH:27]=[O:28])=[N:21][CH:20]=2)[CH:16]=[CH:15][N:14]=1)[C:7]1[CH:12]=[CH:11][CH:10]=[CH:9][CH:8]=1.CON(C)C(=O)[C:33]1[CH:38]=[CH:37][CH:36]=[CH:35][CH:34]=1>C1COCC1>[NH:6]([C:13]1[N:18]=[C:17]([C:19]2[N:23]([CH:24]([CH3:25])[CH3:26])[C:22]([C:27](=[O:28])[C:33]3[CH:38]=[CH:37][CH:36]=[CH:35][CH:34]=3)=[N:21][CH:20]=2)[CH:16]=[CH:15][N:14]=1)[C:7]1[CH:12]=[CH:11][CH:10]=[CH:9][CH:8]=1. Procedure details: n-Butyllithium (3.12 ml of 1.6 M solution in hexane, 5.0 mmol) was added to a stirred solution of 2-anilino-4-(2-formyl-1-isopropylimidazol-5-yl)pyrimidine (Example 10; 558 mg, 2.0 mmol) in anhydrous THF (20 ml) cooled to −70° C. The mixture was stirred for 30 minutes and then N-methoxy-N-methylbenzamide (660 mg, 4.0 mmol) was added and the reaction mixture was allowed to warm and stirred at ambient temperature for 18 hour. The reaction mixture was quenched with water (20 ml), and extracted with... Starting materials: C(C)C1=C(C(=CC(=C1)C1=NC(=NO1)C1=NC(=NC(=C1)C)NC(C)C)C)O (2-Ethyl-4-[3-(2-isopropylamino-6-methyl-pyrimidin-4-yl)-[1,2,4]oxadiazol-5-yl]-6-methyl-phenol), C1[C@@H](O1)CCl (R-epichlorohydrine), C(C)C1=C(C(=CC(=C1)C=1OC(=NN1)C1=NC(=NC(=C1)C)NC(C)C)C)O (2-ethyl-4-[5-(2-isopropylamino-6-methyl-pyrimidin-4-yl)-[1,3,4]oxadiazol-2-yl]-6-methyl-phenol). As a reaction SMILES: [CH2:1]([C:3]1[CH:8]=[C:7]([C:9]2[O:13][N:12]=[C:11]([C:14]3[CH:19]=[C:18]([CH3:20])[N:17]=[C:16]([NH:21][CH:22]([CH3:24])[CH3:23])[N:15]=3)[N:10]=2)[CH:6]=[C:5]([CH3:25])[C:4]=1O)[CH3:2].[CH2:27]1[O:29][C@H:28]1CCl.C(C1C=C([C:40]2[O:41]C(C3C=C(C)N=C(NC(C)C)N=3)=NN=2)C=C(C)C=1O)C>>[CH2:1]([C:3]1[C:8]([O:41][CH3:40])=[C:7]([C:9]2[O:13][N:12]=[C:11]([C:14]3[CH:19]=[C:18]([CH3:20])[N:17]=[C:16]([NH:21][CH:22]([CH3:23])[CH3:24])[N:15]=3)[N:10]=2)[CH:6]=[C:5]([CH3:25])[C:4]=1[C@H:28]1[CH2:27][O:29]1)[CH3:2]. Reported procedure: 2-Ethyl-4-[3-(2-isopropylamino-6-methyl-pyrimidin-4-yl)-[1,2,4]oxadiazol-5-yl]-6-methyl-phenol is reacted with R-epichlorohydrine in analogy to Intermediate 1 to give (S)-{4-[5-(3-ethyl-5-methyl-4-oxiranyl methoxy-phenyl)-[1,2,4]oxadiazol-3-yl]-6-methyl-pyrimidin-2-yl}-iso-propyl-amine as a yellow oil; LC-MS: tR=1.10 min; [M+H]+=410.55. Product: C(C)C=1C(=C(C=C(C1[C@@H]1OC1)C)C1=NC(=NO1)C1=NC(=NC(=C1)C)NC(C)C)OC ((S)-{4-[5-(3-ethyl-5-methyl-4-oxiranyl methoxy-phenyl)-[1,2,4]oxadiazol-3-yl]-6-methyl-pyrimidin-2-yl}-iso-propyl-amine). Reactants: FC(S(=O)(=O)O[Si](C)(C)C(C)(C)C)(F)F (tert-Butyldimethylsilyl trifluoromethanesulfonate), BrC1=C(OC=C1)CCO (2-(3-bromofuran-2-yl)-ethanol), BrC1=C(OC=C1)CCO (2-(3-bromofuran-2-yl)-ethanol), N1=CC=CC=C1 (pyridine), O (Water). Solvent: C(Cl)Cl (DCM). Run at time 90 minute. Yields the product BrC1=C(OC=C1)CCO[Si](C)(C)C(C)(C)C ([2-(3-bromo-furan-2-yl)-ethoxy]-tert-butyldimethylsilane). Yield: 84.7%. Reaction SMILES: FC(F)(F)S([O:6][Si:7]([C:10]([CH3:13])([CH3:12])[CH3:11])([CH3:9])[CH3:8])(=O)=O.[Br:16][C:17]1[CH:21]=[CH:20][O:19][C:18]=1[CH2:22][CH2:23]O.N1C=CC=CC=1.O>C(Cl)Cl>[Br:16][C:17]1[CH:21]=[CH:20][O:19][C:18]=1[CH2:22][CH2:23][O:6][Si:7]([C:10]([CH3:13])([CH3:12])[CH3:11])([CH3:9])[CH3:8]. Reported procedure: tert-Butyldimethylsilyl trifluoromethanesulfonate (4.47 g) was added to a solution of 2-(3-bromofuran-2-yl)-ethanol (Intermediate 35, 2.94 g) and pyridine (2.43 g) in DCM (40 mL) and the mixture was stirred for 90 minutes. Water was added and the organic layer was separated, dried (Na2SO4) and filtered. The filtrate was evaporated to dryness and the residue was purified by chromatography on silica, eluting with a mixture of DCM and cyclohexane with a gradient of 0-25% to give [2-(3-bromo-furan-2...